describe an organic reaction: reactants, conditions, products, and yield From a dataset of the Open Reaction Database (ORD), a public repository of structured organic reaction records. The reactants are C1CCOC1, CON(C)C(=O)c1cccc(SC)c1, Cn1cnnn1, CC(C)[Mg+], [Cl-], Cl. Yields the product CSc1cccc(C(=O)c2nnnn2C)c1. As a reaction SMILES: [CH2:27]1[O:28][CH2:29][CH2:30][CH2:31]1.[CH3:12][O:13][N:14]([C:15]([c:16]1[cH:17][c:18]([S:22][CH3:23])[cH:19][cH:20][cH:21]1)=[O:24])[CH3:25].[CH3:1][n:2]1[n:3][n:4][n:5][cH:6]1.[CH:8]([Mg+:9])([CH3:10])[CH3:11].[Cl-:7].[ClH:26]>>[CH3:1][n:2]1[n:3][n:4][n:5][c:6]1[C:15]([c:16]1[cH:17][c:18]([S:22][CH3:23])[cH:19][cH:20][cH:21]1)=[O:24].